From a dataset of the Open Reaction Database (ORD), a public repository of structured organic reaction records. describe an organic reaction: reactants, conditions, products, and yield The reactants are C1(=CC=C(C=C1)C(C(C#N)Br)Br)C1=CC=CC=C1 (3-(4-Biphenylyl)-2,3-dibromopropionitrile), C[O-].[Na+] (sodium methoxide). Solvent: CO (methanol). Run at time 2 hour. Product: C1(=CC=C(C=C1)C(=CC#N)OC)C1=CC=CC=C1 (3-(4-BIPHENYLYL)-3-METHOXYACRYLONITRILE). RXN SMILES: [C:1]1([C:13]2[CH:18]=[CH:17][CH:16]=[CH:15][CH:14]=2)[CH:6]=[CH:5][C:4]([CH:7](Br)[CH:8](Br)[C:9]#[N:10])=[CH:3][CH:2]=1.[CH3:19][O-:20].[Na+]>CO>[C:1]1([C:13]2[CH:18]=[CH:17][CH:16]=[CH:15][CH:14]=2)[CH:6]=[CH:5][C:4]([C:7]([O:20][CH3:19])=[CH:8][C:9]#[N:10])=[CH:3][CH:2]=1 |f:1.2|. Procedure: 3-(4-Biphenylyl)-2,3-dibromopropionitrile (16 grams) and sodium methoxide (4.7 grams) in 500 ml. of methanol were reacted in an ice bath. A solid precipitated at once and then the reaction mixture was stirred for 2 hours. The final product was determined by NMR to be a mixture of 3-(4-biphenylyl)-3-methoxyacrylonitrile plus 3-(4-biphenylyl)-3,3-dimethoxypropionitrile. Reaction SMILES: [CH2:37]([CH3:38])[O:39][C:40](=[O:41])[CH:42]1[CH2:43][CH2:44][CH:45]([OH:48])[CH2:46][CH2:47]1.[CH2:61]1[O:62][CH2:63][CH2:64][CH2:65]1.[O:49]=[C:50]([O:51][CH2:52][CH3:53])[N:54]=[N:55][C:56]([O:57][CH2:58][CH3:59])=[O:60].[OH:1][c:2]1[cH:3][cH:4][c:5]([C:6](=[O:7])[O:8][CH2:9][c:10]2[cH:11][cH:12][cH:13][cH:14][cH:15]2)[cH:16][cH:17]1.[c:18]1([P:19]([c:20]2[cH:21][cH:22][cH:23][cH:24][cH:25]2)[c:26]2[cH:27][cH:28][cH:29][cH:30][cH:31]2)[cH:32][cH:33][cH:34][cH:35][cH:36]1>>[O:1]([c:2]1[cH:3][cH:4][c:5]([C:6](=[O:7])[O:8][CH2:9][c:10]2[cH:11][cH:12][cH:13][cH:14][cH:15]2)[cH:16][cH:17]1)[CH:45]1[CH2:44][CH2:43][CH:42]([C:40]([O:39][CH2:37][CH3:38])=[O:41])[CH2:47][CH2:46]1. Starting materials: CCOC(=O)C1CCC(O)CC1, C1CCOC1, CCOC(=O)N=NC(=O)OCC, O=C(OCc1ccccc1)c1ccc(O)cc1, c1ccc(P(c2ccccc2)c2ccccc2)cc1. Yields the product CCOC(=O)C1CCC(Oc2ccc(C(=O)OCc3ccccc3)cc2)CC1. Reactants: ClC1=C(C(=CC=C1)Cl)NC#N (2,6-dichlorophenyl-cyanamide), Cl.NO (hydroxylamine hydrochloride), C[O-].[Na+] (sodium methylate). Solvent: CO (CH3OH), CO (methanol), CO (methanol). Conditions: time 3 hour. Yields the product Cl.ClC1=C(C(=CC=C1)Cl)NC(=N)NO (N-(2,6-Dichlorophenyl)-N'-hydroxy-guanidine hydrochloride). Reaction SMILES: Cl.[NH2:2][OH:3].C[O-].[Na+].[Cl:7][C:8]1[CH:13]=[CH:12][CH:11]=[C:10]([Cl:14])[C:9]=1[NH:15][C:16]#[N:17]>CO>[ClH:7].[Cl:7][C:8]1[CH:13]=[CH:12][CH:11]=[C:10]([Cl:14])[C:9]=1[NH:15][C:16]([NH:2][OH:3])=[NH:17] |f:0.1,2.3,6.7|. Reported procedure: A solution of 34.7 g (0.5 mol) of hydroxylamine hydrochloride in methanol and a solution of 27 g (0.5 mol) of sodium methylate in methanol is mixed whilst cooling by means of an ice bath. The NaCl is filtered off and the filtered solution is introduced into a 2,000 ml Erlenmeyer flask with magnetic stirring and cooling by means of an ice bath. A solution of 39.6 g (0.21 mol) of 2,6-dichlorophenyl-cyanamide in CH3OH is run into the preceding solution and the mixture is stirred at ambient temperat... Reactants: NC1=CC=C(C=C1)S(=O)(=O)NC1=CC(=NC(=C1)NC)C (4-amino-N-(2-methyl-6-methylamino-pyridin-4-yl)-benzenesulfonamide), Cl (HCl). Run in CO (methanol), CO (methanol), C(C)OCC (diethyl ether), C(C)OCC (diethyl ether). Product: Cl.NC1=CC=C(C=C1)S(=O)(=O)NC1=CC(=NC(=C1)NC)C (4-amino-N-(2-methyl-6-methylamino-pyridin-4-yl)-benzenesulfonamide hydrochloride). Yield: 87.0%. As a reaction SMILES: [NH2:1][C:2]1[CH:7]=[CH:6][C:5]([S:8]([NH:11][C:12]2[CH:17]=[C:16]([NH:18][CH3:19])[N:15]=[C:14]([CH3:20])[CH:13]=2)(=[O:10])=[O:9])=[CH:4][CH:3]=1.[ClH:21]>CO.C(OCC)C>[ClH:21].[NH2:1][C:2]1[CH:7]=[CH:6][C:5]([S:8]([NH:11][C:12]2[CH:17]=[C:16]([NH:18][CH3:19])[N:15]=[C:14]([CH3:20])[CH:13]=2)(=[O:9])=[O:10])=[CH:4][CH:3]=1 |f:4.5|. Reported procedure: 0.94 g (0.00275 mol) of 4-amino-N-(2-bromo-6-methyl-pyridin-4-yl)-benzenesulfonamide was stirred in 50 ml of 8M methylamine in ethanol in an autoclave at 135° C. for 40 hours. The methylamine was allowed to evaporate, the residue was dissolved in ethanol, treated with 2 g of silica gel, concentrated and the residue was chromatographed on silica gel, firstly with ethyl acetate/hexane 1:1, then 9:1. There was obtained 0.39 g (48%) of 4-amino-N-(2-methyl-6-methylamino-pyridin-4-yl)-benzenesulfonami... Reactants: ClC1=CC2=C(N(C(=N2)CCl)C2CC(CC2)(F)F)C=C1 (5-chloro-2-chloromethyl-1-(3,3-difluoro-cyclopentyl)-1H-benzoimidazole), CS(=O)(=O)C1=NNC2=CN=CC=C21 (3-methanesulfonyl-1H-pyrazolo[3,4-c]pyridine), CS(=O)(=O)C1=NNC2=CN=CC=C21 (3-(methylsulfonyl)-1H-pyrazolo[3,4-c]pyridine). Yields the product ClC1=CC2=C(N(C(=N2)CN2N=C(C=3C2=CN=CC3)S(=O)(=O)C)C3CC(CC3)(F)F)C=C1 (1-{[5-Chloro-1-(3,3-difluorocyclopentyl)-1H-benzimidazol-2-yl]methyl}-3-(methylsulfonyl)-1H-pyrazolo[3,4-c]pyridine). RXN SMILES: [Cl:1][C:2]1[CH:19]=[CH:18][C:5]2[N:6]([CH:11]3[CH2:15][CH2:14][C:13]([F:17])([F:16])[CH2:12]3)[C:7]([CH2:9]Cl)=[N:8][C:4]=2[CH:3]=1.[CH3:20][S:21]([C:24]1[C:32]2[C:27](=[CH:28][N:29]=[CH:30][CH:31]=2)[NH:26][N:25]=1)(=[O:23])=[O:22]>>[Cl:1][C:2]1[CH:19]=[CH:18][C:5]2[N:6]([CH:11]3[CH2:15][CH2:14][C:13]([F:17])([F:16])[CH2:12]3)[C:7]([CH2:9][N:26]3[C:27]4=[CH:28][N:29]=[CH:30][CH:31]=[C:32]4[C:24]([S:21]([CH3:20])(=[O:22])=[O:23])=[N:25]3)=[N:8][C:4]=2[CH:3]=1. Procedure: The title compound was prepared according to the procedures described in Example 2-1 by using 5-chloro-2-chloromethyl-1-(3,3-difluoro-cyclopentyl)-1H-benzoimidazole and 3-methanesulfonyl-1H-pyrazolo[3,4-c]pyridine instead of 5-chloro-2-chloromethyl-1-((S)-1,1-dioxo-tetrahydro-1λ6-thiophen-3-yl)-1H-benzoimidazole and 3-(methylsulfonyl)-1H-pyrazolo[3,4-c]pyridine.